This data is from the Open Reaction Database (ORD), a public repository of structured organic reaction records. The task is: describe an organic reaction: reactants, conditions, products, and yield Starting materials: BrC=1C=C2C(=NC1)N(C=C2C=2C=NN(C2)C(C2=CC=CC=C2)(C2=CC=CC=C2)C2=CC=CC=C2)COCC[Si](C)(C)C (5-Bromo-1-(2-trimethylsilanyl-ethoxymethyl)-3-(1-trityl-1H-pyrazol-4-yl)-1H-pyrrolo[2,3-b]pyridine), C1(=CC=CC=C1)S (benzenethiol), CN(CC(=O)O)C (N,N-dimethylglycine), P(=O)([O-])([O-])[O-].[K+].[K+].[K+] (potassium phosphate). Reagents/catalysts: [Cu]I (copper (I) iodide). The solvent is CN(C)C=O (DMF). Reaction conditions: temperature 120 celsius. The product is CN1N=CC(=C1)C1=CN(C2=NC=C(C=C21)SC2=CC=CC=C2)COCC[Si](C)(C)C (3-(1-Methyl-1H-pyrazol-4-yl)-5-phenylsulfanyl-1-(2-trimethylsilanyl-ethoxymethyl)-1H-pyrrolo[2,3-b]pyridine). As a reaction SMILES: Br[C:2]1[CH:3]=[C:4]2[C:10]([C:11]3[CH:12]=[N:13][N:14]([C:16](C4C=CC=CC=4)(C4C=CC=CC=4)C4C=CC=CC=4)[CH:15]=3)=[CH:9][N:8]([CH2:35][O:36][CH2:37][CH2:38][Si:39]([CH3:42])([CH3:41])[CH3:40])[C:5]2=[N:6][CH:7]=1.[C:43]1([SH:49])[CH:48]=[CH:47][CH:46]=[CH:45][CH:44]=1.CN(C)CC(O)=O.P([O-])([O-])([O-])=O.[K+].[K+].[K+]>CN(C=O)C.[Cu]I>[CH3:16][N:14]1[CH:15]=[C:11]([C:10]2[C:4]3[C:5](=[N:6][CH:7]=[C:2]([S:49][C:43]4[CH:48]=[CH:47][CH:46]=[CH:45][CH:44]=4)[CH:3]=3)[N:8]([CH2:35][O:36][CH2:37][CH2:38][Si:39]([CH3:42])([CH3:40])[CH3:41])[CH:9]=2)[CH:12]=[N:13]1 |f:3.4.5.6|. Reported procedure: A mixture of 22 (50 mg, 0.079 mmol), benzenethiol (13.0 mg, 0.118 mmol), copper (I) iodide (3.0 mg, 0.016 mmol), N,N-dimethylglycine (1.62 mg, 0.016 mmol) and potassium phosphate (41.8 mg, 0.197 mmol) in DMF (0.5 mL) were heated at 120° C. for 69 h. The reaction mixture was cooled and partitioned between AcOEt/brine, the layers separated and the aqueous phase extracted with more AcOEt (2×). The combined organic extracts were dried (MgSO4) and concentrated. The resulting crude residue containing ... Starting materials: CN1CCC(CC1)Cl (N-methyl-4-chloropiperidine), CC1=CC2=C(N3C4=C(C=N2)C=CC=C4CC3)C=C1 (9-methyl-1,2-dihydrobenzo[b]pyrrolo[3,2,1-jk][1,4]benzodiazepine), BrCCBr (1,2-dibromoethane), [Mg] (magnesium). The solvent is O1CCCC1 (tetrahydrofuran), O1CCCC1 (tetrahydrofuran), C(C)(=O)OCC (ethyl acetate), [Cl-].[NH4+] (ammonium chloride), O1CCCC1 (tetrahydrofuran). Reaction conditions: temperature 0 celsius, time 1.5 hour. Product: CC1=CC2=C(N3C4=C(C(N2)C2CCN(CC2)C)C=CC=C4CC3)C=C1 (9-Methyl-6-(1-methylpiperidin-4-yl)-1,2,6,7-tetrahydrobenzo[b]pyrrolo[3,2,1-jk][1,4]benzodiazepine). Reaction SMILES: BrCCBr.[Mg].[CH3:6][N:7]1[CH2:12][CH2:11][CH:10](Cl)[CH2:9][CH2:8]1.[CH3:14][C:15]1[CH:31]=[CH:30][C:18]2[N:19]3[CH2:29][CH2:28][C:27]4[C:20]3=[C:21]([CH:24]=[CH:25][CH:26]=4)[CH:22]=[N:23][C:17]=2[CH:16]=1>O1CCCC1.C(OCC)(=O)C.[Cl-].[NH4+]>[CH3:14][C:15]1[CH:31]=[CH:30][C:18]2[N:19]3[CH2:29][CH2:28][C:27]4[C:20]3=[C:21]([CH:24]=[CH:25][CH:26]=4)[CH:22]([CH:10]3[CH2:11][CH2:12][N:7]([CH3:6])[CH2:8][CH2:9]3)[NH:23][C:17]=2[CH:16]=1 |f:6.7|. Procedure details: In a 1 L three-necked flask, 1,2-dibromoethane (0.3 ml) was added to a refluxing slurry of magnesium chips (4.1 gm) in tetrahydrofuran (80 ml) to initiate a Grignard reaction. A solution of N-methyl-4-chloropiperidine (28 ml) in tetrahydrofuran (30 ml) was added in portions to maintain a fast reflux. The resultant slurry was refluxed for 1 hour and cooled to about 0° C. A solution of 9-methyl-1,2-dihydrobenzo[b]pyrrolo[3,2,1-jk][1,4]benzodiazepine (10.0 gm) in tetrahydrofuran (50 ml) was added d... The reactants are NC1=NC(=NS1)/C(/C(=O)N[C@H]1[C@@H]2N(C(=C(CS2)CO)C(=O)[O-])C1=O)=N/OC.[Na+] (sodium 7β-[2-(5-amino-1,2,4-thiadiazol-3-yl)-(Z)-2-methoxyiminoacetamido]-3-hydroxymethyl-3-cephem-4-carboxylate), C(N)(=N)CSC=1SC(=NN1)S (2-amidinomethylthio-5-mercapto-1,3,4-thiadiazole), ethyl o-phenylenephosphate. Solvent: CN(C)C=O (DMF). Run at temperature -20 celsius. The product is C(N)(=N)CSC=1SC(=NN1)SCC=1CS[C@H]2N(C1C(=O)O)C([C@H]2NC(\C(=N/OC)\C2=NSC(=N2)N)=O)=O (3-[(2-Amidinomethylthio-1,3,4-thiadiazol-5-yl) thiomethyl]-7β-[2-(5-amino-1,2,4-thiadiazol-3-yl)-(Z) -2-methoxyiminoacetamido]-3-cephem-4-carboxylic acid). Yield: 74.4%. Reaction SMILES: [NH2:1][C:2]1[S:6][N:5]=[C:4](/[C:7](=[N:25]/[O:26][CH3:27])/[C:8]([NH:10][C@@H:11]2[C:23](=[O:24])[N:13]3[C:14]([C:20]([O-:22])=[O:21])=[C:15]([CH2:18]O)[CH2:16][S:17][C@H:12]23)=[O:9])[N:3]=1.[Na+].[C:29]([CH2:32][S:33][C:34]1[S:35][C:36]([SH:39])=[N:37][N:38]=1)(=[NH:31])[NH2:30]>CN(C=O)C>[C:29]([CH2:32][S:33][C:34]1[S:35][C:36]([S:39][CH2:18][C:15]2[CH2:16][S:17][C@@H:12]3[C@H:11]([NH:10][C:8](=[O:9])/[C:7](/[C:4]4[N:3]=[C:2]([NH2:1])[S:6][N:5]=4)=[N:25]\[O:26][CH3:27])[C:23](=[O:24])[N:13]3[C:14]=2[C:20]([OH:22])=[O:21])=[N:37][N:38]=1)(=[NH:30])[NH2:31] |f:0.1|. Procedure: To a solution of 371 mg of sodium 7β-[2-(5-amino-1,2,4-thiadiazol-3-yl)-(Z)-2-methoxyiminoacetamido]-3-hydroxymethyl-3-cephem-4-carboxylate and 309 mg of 2-amidinomethylthio-5-mercapto-1,3,4-thiadiazole in 10 ml of DMF was added 600 mg of ethyl o-phenylenephosphate under stirring at -20° C. After stirring at -20° C. to 0° C. for 60 minutes, the mixture was subjected to a column chromatography on silica gel (100 g), being washed with acetonitrile and eluted with acetonitrile/water (4:1). The elua... The reactants are C1C(CC2=CC=CC=C12)CN ((2,3-dihydro-1H-inden-2-yl)methanamine), ClC1=CC=C(CN2C(=CC3=CC=CC=C23)C(=O)N2CCC(CC2)C(=O)O)C=C1 (1-(1-(4-chlorobenzyl)-1H-indole-2-carbonyl)piperidine-4-carboxylic acid), C=1C=CC2=C(C1)N=NN2O (HOBT), CCN(C(C)C)C(C)C (DIPEA), C(CCl)Cl (EDC). The solvent is C(Cl)Cl (DCM), C(C)(=O)OCC (ethyl acetate). Reaction conditions: time 18 hour. The product is ClC1=CC=C(CN2C(=CC3=CC=CC=C23)C(=O)N2CCC(CC2)C(=O)NCC2CC3=CC=CC=C3C2)C=C1 (1-(1-(4-chlorobenzyl)-1H-indole-2-carbonyl)-N-((2,3-dihydro-1H-inden-2-yl)methyl)piperidine-4-carboxamide). RXN SMILES: [Cl:1][C:2]1[CH:28]=[CH:27][C:5]([CH2:6][N:7]2[C:15]3[C:10](=[CH:11][CH:12]=[CH:13][CH:14]=3)[CH:9]=[C:8]2[C:16]([N:18]2[CH2:23][CH2:22][CH:21]([C:24](O)=[O:25])[CH2:20][CH2:19]2)=[O:17])=[CH:4][CH:3]=1.CCN(C(C)C)C(C)C.C(Cl)CCl.C1C=CC2N(O)N=NC=2C=1.[CH2:52]1[C:60]2[C:55](=[CH:56][CH:57]=[CH:58][CH:59]=2)[CH2:54][CH:53]1[CH2:61][NH2:62]>C(OCC)(=O)C.C(Cl)Cl>[Cl:1][C:2]1[CH:28]=[CH:27][C:5]([CH2:6][N:7]2[C:15]3[C:10](=[CH:11][CH:12]=[CH:13][CH:14]=3)[CH:9]=[C:8]2[C:16]([N:18]2[CH2:19][CH2:20][CH:21]([C:24]([NH:62][CH2:61][CH:53]3[CH2:54][C:55]4[C:60](=[CH:59][CH:58]=[CH:57][CH:56]=4)[CH2:52]3)=[O:25])[CH2:22][CH2:23]2)=[O:17])=[CH:4][CH:3]=1. Procedure: The following was added sequentially to DCM (8 mL): 1-(1-(4-chlorobenzyl)-1H-indole-2-carbonyl)piperidine-4-carboxylic acid (180 mg, 0.454 mmol), DIPEA (0.317 mL, 1.814 mmol), EDC (96 mg, 0.499 mmol), HOBT (76 mg, 0.499 mmol), and crude (2,3-dihydro-1H-inden-2-yl)methanamine (˜105 mg, 0.713 mmol). The mixture was stirred for 18 h at rt, at which time the solution diluted with a 1:1 solution of ethyl acetate:diethyl ether and washed with 1M HCl (1×), 10% aq. sodium carbonate (1×). The organic pha... The reactants are Cl, CCc1nnn(C2CC(n3cnc4c(NCC(c5ccc(O)cc5)c5ccc(O)cc5)nc(N5CCC(N)C5)nc43)C(O)C2O)n1, CCc1nnn(C2CC(n3cnc4c(NCC(c5ccccc5)c5ccccc5)nc(N5CCC(NC(=O)NCc6ccccn6)C5)nc43)C(O)C2O)n1. Yields the product Cl, CCc1nnn(C2CC(n3cnc4c(NCC(c5ccc(O)cc5)c5ccc(O)cc5)nc(N5CCC(NC(=O)NCc6ccccn6)C5)nc43)C(O)C2O)n1. RXN SMILES: [ClH:47].[NH2:1][CH:2]1[CH2:3][N:4]([c:7]2[n:8][c:9]([NH:30][CH2:31][CH:32]([c:33]3[cH:34][cH:35][c:36]([OH:39])[cH:37][cH:38]3)[c:40]3[cH:41][cH:42][c:43]([OH:46])[cH:44][cH:45]3)[c:10]3[n:11][cH:12][n:13]([CH:16]4[CH:17]([OH:29])[CH:18]([OH:28])[CH:19]([n:21]5[n:22][c:23]([CH2:26][CH3:27])[n:24][n:25]5)[CH2:20]4)[c:14]3[n:15]2)[CH2:5][CH2:6]1.[c:48]1([CH:49]([c:50]2[cH:51][cH:52][cH:53][cH:54][cH:55]2)[CH2:56][NH:57][c:58]2[n:59][c:60]([N:61]3[CH2:62][CH2:63][CH:64]([NH:65][C:72](=[O:73])[NH:74][CH2:75][c:76]4[n:77][cH:78][cH:79][cH:80][cH:81]4)[CH2:66]3)[n:67][c:68]3[c:69]2[n:70][cH:71][n:82]3[CH:83]2[CH2:84][CH:85]([n:86]3[n:87][n:88][c:89]([CH2:90][CH3:91])[n:92]3)[CH:93]([OH:94])[CH:95]2[OH:96])[cH:97][cH:98][cH:99][cH:100][cH:101]1>>[ClH:47].[NH:1]([CH:2]1[CH2:3][N:4]([c:7]2[n:8][c:9]([NH:30][CH2:31][CH:32]([c:33]3[cH:34][cH:35][c:36]([OH:39])[cH:37][cH:38]3)[c:40]3[cH:41][cH:42][c:43]([OH:46])[cH:44][cH:45]3)[c:10]3[n:11][cH:12][n:13]([CH:16]4[CH:17]([OH:29])[CH:18]([OH:28])[CH:19]([n:21]5[n:22][c:23]([CH2:26][CH3:27])[n:24][n:25]5)[CH2:20]4)[c:14]3[n:15]2)[CH2:5][CH2:6]1)[C:72](=[O:73])[NH:74][CH2:75][c:76]1[n:77][cH:78][cH:79][cH:80][cH:81]1. Starting materials: CC(C)=O, Cc1ccc(S(=O)(=O)OCCCl)cc1, [Na+], [OH-], O, c1ccc2c(c1)[nH]c1ccccc12. Yields the product ClCCn1c2ccccc2c2ccccc21. RXN SMILES: [CH3:31][C:32](=[O:33])[CH3:34].[Cl:14][CH2:15][CH2:16][O:17][S:18]([c:19]1[cH:20][cH:21][c:22]([CH3:23])[cH:24][cH:25]1)(=[O:26])=[O:27].[Na+:29].[OH-:28].[OH2:30].[cH:1]1[cH:2][cH:3][cH:4][c:5]2[c:6]3[cH:7][cH:8][cH:9][cH:10][c:11]3[nH:12][c:13]12>>[cH:1]1[cH:2][cH:3][cH:4][c:5]2[c:6]3[cH:7][cH:8][cH:9][cH:10][c:11]3[n:12]([CH2:16][CH2:15][Cl:14])[c:13]12.